From a dataset of the Open Reaction Database (ORD), a public repository of structured organic reaction records. describe an organic reaction: reactants, conditions, products, and yield The reactants are [OH-].[Na+] (NaOH), COC(\C=C\C=C(/C1=CC=C(C=C1)OC)\C1CC1)=O ((2E,4Z)-5-cyclopropyl-5-(4-methoxyphenyl)-2,4-pentadienoic acid methyl ester). Solvent: CO (methanol). Run at time 3 hour. The product is C1(CC1)/C(=C/C=C/C(=O)O)/C1=CC=C(C=C1)OC ((2E,4Z)-5-cyclopropyl-5-(4-methoxyphenyl)-2,4-pentadienoic acid). Yield: 68.2%. As a reaction SMILES: C[O:2][C:3](=[O:19])/[CH:4]=[CH:5]/[CH:6]=[C:7](/[CH:16]1[CH2:18][CH2:17]1)\[C:8]1[CH:13]=[CH:12][C:11]([O:14][CH3:15])=[CH:10][CH:9]=1.[OH-].[Na+]>CO>[CH:16]1(/[C:7](/[C:8]2[CH:13]=[CH:12][C:11]([O:14][CH3:15])=[CH:10][CH:9]=2)=[CH:6]/[CH:5]=[CH:4]/[C:3]([OH:19])=[O:2])[CH2:18][CH2:17]1 |f:1.2|. Procedure details: As described in Example 99, (2E,4Z)-5-cyclopropyl-5-(4-methoxyphenyl)-2,4-pentadienoic acid methyl ester (3.1 g) was saponified in a refluxing mixture of methanol (15 mL) and 2N NaOH (15 mL). After 3 hours the reaction was worked up in the usual way, and the crude was crystallized from 2-propanolhexane to give 2 g of (2E,4Z)-5-cyclopropyl-5-(4-methoxyphenyl)-2,4-pentadienoic acid, mp 154°-155.5° C. The reactants are CCOCC, ClCCl, COc1c(-c2ccccc2)cccc1C(C)C, O. Yields the product CC(C)c1cccc(-c2ccccc2)c1O. Reaction SMILES: [CH2:19]([O:20][CH2:21][CH3:22])[CH3:23].[CH2:24]([Cl:25])[Cl:26].[CH:1]([CH3:2])([CH3:3])[c:4]1[c:5]([O:16][CH3:17])[c:6](-[c:10]2[cH:11][cH:12][cH:13][cH:14][cH:15]2)[cH:7][cH:8][cH:9]1.[OH2:18]>>[CH:1]([CH3:2])([CH3:3])[c:4]1[c:5]([OH:16])[c:6](-[c:10]2[cH:11][cH:12][cH:13][cH:14][cH:15]2)[cH:7][cH:8][cH:9]1. Starting materials: product, [N+](=O)(O)[O-] (HNO3), OC=1C=C(C(=O)OCC)C=CC1O (ethyl 3,4-dihydroxybenzoate), C(=O)([O-])[O-].[K+].[K+] (K2CO3), COCCBr (2-bromoethyl methyl ether), CC(=O)C (acetone). The reagents and catalysts are [I-].C(CCC)[N+](CCCC)(CCCC)CCCC (tetrabutylammonium iodide). Solvent: C(C)(=O)O (acetic acid), CCOCC (Ether), O (H2O). Yields the product COCCOC1=CC(=C(C(=O)OCC)C=C1OCCOC)[N+](=O)[O-] (ethyl 4,5-bis-(2-methoxy-ethoxy)-2-nitro-benzoate). RXN SMILES: [OH:1][C:2]1[CH:3]=[C:4]([CH:10]=[CH:11][C:12]=1[OH:13])[C:5]([O:7][CH2:8][CH3:9])=[O:6].[C:14]([O-:17])([O-])=O.[K+].[K+].[CH3:20][O:21][CH2:22][CH2:23]Br.[N+:25]([O-:28])(O)=[O:26].[CH3:29][C:30](C)=O>[I-].C([N+](CCCC)(CCCC)CCCC)CCC.C(O)(=O)C.O.CCOCC>[CH3:20][O:21][CH2:22][CH2:23][O:13][C:12]1[C:2]([O:1][CH2:29][CH2:30][O:17][CH3:14])=[CH:3][C:4]([C:5]([O:7][CH2:8][CH3:9])=[O:6])=[C:10]([N+:25]([O-:28])=[O:26])[CH:11]=1 |f:1.2.3,7.8|. Procedure: To ethyl 3,4-dihydroxybenzoate (36.4 g, 0.200 mol), K2CO3 (60.8 g, 0.44 mol) and tetrabutylammonium iodide (750 mg) in degassed acetone (400 mL) was added 2-bromoethyl methyl ether (69.5 g, 47 mL). The mixture was stirred under N2 at reflux for 64 hours. Ether (600 mL) was added to the mixture and after stirring 30 minutes at 20° C. the precipitated salts were removed by filtration. The filtrate was concentrated in vacuo and the residue was triturated with hexane (500 mL) for 30 minutes and the ... The reactants are CCOCC, CS(C)=O, COCOC(CCl)CCl, N#CCc1ccc(Cl)cc1, [K+], [OH-]. The product is COCOC1CC(C#N)(c2ccc(Cl)cc2)C1. As a reaction SMILES: [CH2:26]([O:27][CH2:28][CH3:29])[CH3:30].[CH3:22][S:23](=[O:24])[CH3:25].[Cl:13][CH2:14][CH:15]([CH2:16][Cl:17])[O:18][CH2:19][O:20][CH3:21].[Cl:3][c:4]1[cH:5][cH:6][c:7]([CH2:8][C:9]#[N:10])[cH:11][cH:12]1.[K+:2].[OH-:1]>>[Cl:3][c:4]1[cH:5][cH:6][c:7]([C:8]2([C:9]#[N:10])[CH2:14][CH:15]([O:18][CH2:19][O:20][CH3:21])[CH2:16]2)[cH:11][cH:12]1. Reactants: ClC(=O)OCC1=CC=CC=C1 (benzyl chloroformate), C(C)OCC (diethyl ether), N[C@H](C(=O)O)CN (2(S),3-diamino-propionic acid), O (water), ClC(=O)OCC1=CC=CC=C1 (benzyl chloroformate). Run in C1(=CC=CC=C1)C (toluene), [OH-].[Na+] (NaOH), C1(=CC=CC=C1)C (toluene), [OH-].[Na+] (NaOH). Product: C(C1=CC=CC=C1)OC(=O)N[C@H](C(=O)O)CNC(=O)OCC1=CC=CC=C1 (2(S),3-bis-(benzyloxycarbonylamino)propionic acid). RXN SMILES: [NH2:1][C@@H:2]([CH2:6][NH2:7])[C:3]([OH:5])=[O:4].Cl[C:9]([O:11][CH2:12][C:13]1[CH:18]=[CH:17][CH:16]=[CH:15][CH:14]=1)=[O:10].[CH2:19]([O:21][CH2:22][CH3:23])C.[OH2:24]>C1(C)C=CC=CC=1.[OH-].[Na+]>[CH2:12]([O:11][C:9]([NH:1][C@@H:2]([CH2:6][NH:7][C:19]([O:21][CH2:22][C:23]1[CH:17]=[CH:18][CH:13]=[CH:14][CH:15]=1)=[O:24])[C:3]([OH:5])=[O:4])=[O:10])[C:13]1[CH:18]=[CH:17][CH:16]=[CH:15][CH:14]=1 |f:5.6|. Procedure details: In an ice-water bath, to 2(S),3-diamino-propionic acid (32 g) in water (1000 mL) add, with stirring, concurrently solutions of benzyl chloroformate (76 mL) in toluene (20 mL) and 4N NaOH (133 mL) over 30 min. Stir at 20°-25° C. for 45 min and then add additional benzyl chloroformate (34 mL) in toluene (10 mL) and 4N NaOH (61 mL) concurrently over 10 min. Stir the mixture at ambient temperature for 2 hr. Add diethyl ether (Et2O) (200 mL) and stir for 10 min. Filter and was the solid with Et2O (20...